This data is from the Open Reaction Database (ORD), a public repository of structured organic reaction records. The task is: describe an organic reaction: reactants, conditions, products, and yield Reactants: ClC1=NC2=CC=C(C=C2C=C1C(=O)O)Cl (2,6-dichloroquinoline-3-carboxylic acid), NC(C(=O)N)CC1=CC=CC=C1 (2-amino-3-phenyl-propionamide). The product is C(N)(=O)C(CC1=CC=CC=C1)NC(=O)C(CC1=CC=CC=C1)NC1=NC2=CC=C(C=C2C=C1C(=O)O)Cl (2-[1-(1-Carbamoyl-2-phenyl-ethylcarbamoyl)-2-phenyl-ethylamino]-6-chloro-quinoline-3-carboxylic acid). As a reaction SMILES: Cl[C:2]1[C:11]([C:12]([OH:14])=[O:13])=[CH:10][C:9]2[C:4](=[CH:5][CH:6]=[C:7]([Cl:15])[CH:8]=2)[N:3]=1.[NH2:16][CH:17]([CH2:21][C:22]1[CH:27]=[CH:26][CH:25]=[CH:24][CH:23]=1)[C:18]([NH2:20])=[O:19]>>[C:18]([CH:17]([NH:16][C:18]([CH:17]([NH:16][C:2]1[C:11]([C:12]([OH:14])=[O:13])=[CH:10][C:9]2[C:4](=[CH:5][CH:6]=[C:7]([Cl:15])[CH:8]=2)[N:3]=1)[CH2:21][C:22]1[CH:23]=[CH:24][CH:25]=[CH:26][CH:27]=1)=[O:19])[CH2:21][C:22]1[CH:27]=[CH:26][CH:25]=[CH:24][CH:23]=1)(=[O:19])[NH2:20]. Procedure: In close analogy to the procedure described in Example 1, 2,6-dichloroquinoline-3-carboxylic acid is reacted with 2-amino-3-phenyl-propionamide to give the title compound in moderate yield. Conditions: time 30 minute. Procedure: A solution of 3.5 g of (R)-2-tert-butoxycarbonylamino-7-carbethoxymethoxytetraline, EXAMPLE 3, in 35 ml of methylene chloride is cooled to 0° C. Then, there is added a solution of 7.7 ml of trifluoroacetic acid in 40 ml of methylene chloride and the mixture is left to stand under stirring at first 30 minutes at a temperature of 0°-5° C., then 4 hours at room temperature. After neutralization with a solution of sodium bicarbonate, the organic phase is separated, washed with water, dried and evapo... Starting materials: C(C)(C)(C)OC(=O)N[C@H]1CC2=CC(=CC=C2CC1)OCC(=O)OCC ((R)-2-tert-butoxycarbonylamino-7-carbethoxymethoxytetraline), C(Cl)Cl (methylene chloride), FC(C(=O)O)(F)F (trifluoroacetic acid), C(Cl)Cl (methylene chloride). The product is Cl.N[C@H]1CC2=CC(=CC=C2CC1)OCC(=O)OCC ((R)-2-amino-7-carbethoxymethoxytetraline hydrochloride). RXN SMILES: C(OC([NH:8][C@@H:9]1[CH2:18][CH2:17][C:16]2[C:11](=[CH:12][C:13]([O:19][CH2:20][C:21]([O:23][CH2:24][CH3:25])=[O:22])=[CH:14][CH:15]=2)[CH2:10]1)=O)(C)(C)C.FC(F)(F)C(O)=O.C(Cl)[Cl:34]>>[ClH:34].[NH2:8][C@@H:9]1[CH2:18][CH2:17][C:16]2[C:11](=[CH:12][C:13]([O:19][CH2:20][C:21]([O:23][CH2:24][CH3:25])=[O:22])=[CH:14][CH:15]=2)[CH2:10]1 |f:3.4|.